This data is from the Open Reaction Database (ORD), a public repository of structured organic reaction records. The task is: describe an organic reaction: reactants, conditions, products, and yield The product is Cl.Cl.FC1=NC=CC=C1C=1C=C(C=CC1)[C@]1(N=C(SCC1)N)C ((S)-4-(3-(2-fluoropyridin-3-yl)phenyl)-4-methyl-5,6-dihydro-4H-1,3-thiazin-2-amine Dihydrochloride Salt). Run at time 4 hour. RXN SMILES: [F:1][C:2]1[C:7]([C:8]2[CH:9]=[C:10]([C@:14]3([CH3:21])[CH2:19][CH2:18][S:17][C:16]([NH2:20])=[N:15]3)[CH:11]=[CH:12][CH:13]=2)=[CH:6][CH:5]=[CH:4][N:3]=1.[ClH:22]>C1COCC1.O1CCOCC1>[ClH:22].[ClH:22].[F:1][C:2]1[C:7]([C:8]2[CH:9]=[C:10]([C@:14]3([CH3:21])[CH2:19][CH2:18][S:17][C:16]([NH2:20])=[N:15]3)[CH:11]=[CH:12][CH:13]=2)=[CH:6][CH:5]=[CH:4][N:3]=1 |f:4.5.6|. Starting materials: FC1=NC=CC=C1C=1C=C(C=CC1)[C@]1(N=C(SCC1)N)C ((S)-4-(3-(2-fluoropyridin-3-yl)phenyl)-4-methyl-5,6-dihydro-4H-1,3-thiazin-2-amine), Cl (HCl). Procedure: To a solution of (S)-4-(3-(2-fluoropyridin-3-yl)phenyl)-4-methyl-5,6-dihydro-4H-1,3-thiazin-2-amine (160 mg, 0.531 mmoles) in THF (4 mL) is added a saturated solution of HCl in dioxane (2 mL) at 0° C. The reaction mixture is allowed to stir at room temperature for 4 h. The solvent is removed under reduced pressure. The resulting solid is washed repeatedly with anhydrous ether and dried under reduced pressure to give title compound (87% yield): MS (m/z): 302 (M+1). Isolated yield 87.0%. Run in C1CCOC1 (THF), O1CCOCC1 (dioxane). Starting materials: IC=1C=C2C=CNC2=CC1 (5-iodo-1H-indole), (Ph3P)PdCl2, O1C=NC=C1 (oxazole), [Li]CCCC (n-BuLi), CCOCC (Et2O). Reagents/catalysts: [Cl-].[Cl-].[Zn+2] (ZnCl2). The solvent is C1CCOC1 (THF). Reaction conditions: time 30 minute. Product: N1C=CC2=CC(=CC=C12)C=1OC=CN1 (2-(1H-indol-5-yl)oxazole). Yield: 22.5%. RXN SMILES: [O:1]1[CH:5]=[CH:4][N:3]=[CH:2]1.[Li]CCCC.CCOCC.I[C:17]1[CH:18]=[C:19]2[C:23](=[CH:24][CH:25]=1)[NH:22][CH:21]=[CH:20]2>C1COCC1.[Cl-].[Cl-].[Zn+2]>[NH:22]1[C:23]2[C:19](=[CH:18][C:17]([C:2]3[O:1][CH:5]=[CH:4][N:3]=3)=[CH:25][CH:24]=2)[CH:20]=[CH:21]1 |f:5.6.7|. Reported procedure: To a stirred solution oxazole (0.1 g, 1.45 mmol) in anhydrous THF (3 mL), n-BuLi (1.6 mL, 1.6 mmol) was added at −78° C. and stirred for 30 minutes. The reaction mixture was brought to 0° C., ZnCl2.Et2O (4.35 mL, 4.35 mmol) was added and stirred for 1 h. 5-iodo-1H-indole (0.352 g, 1.45 mmol) and (Ph3P)PdCl2 (0.050 g, 0.072 mmol) were added and stirred at 80° C. for 1 h. The reaction mixture was quenched with water and the mixture was extracted with ethyl acetate. The organic layer was concentrat... The reactants are BrC1CCC(N2C1=NC=C(C2=O)C(=O)O)C (9-bromo-6-methyl-4-oxo-6,7,8,9-tetrahydro-4H-pyrido[1,2-a]pyrimidine-3-carboxylic acid), BrC1=CC=C(N)C=C1 (p-bromo-aniline). Run in CO (methanol). Yields the product BrC1=CC=C(C=C1)NC1=CCC(N2C1=NC=C(C2=O)C(=O)O)C (9-[(4-bromo-phenyl)-amino]-6-methyl-4-oxo-6,7-dihydro-4H-pyrido[1,2-a]pyrimidine-3-carboxylic acid). The yield is 64.6%. Reaction SMILES: Br[CH:2]1[C:7]2=[N:8][CH:9]=[C:10]([C:13]([OH:15])=[O:14])[C:11](=[O:12])[N:6]2[CH:5]([CH3:16])[CH2:4][CH2:3]1.[Br:17][C:18]1[CH:24]=[CH:23][C:21]([NH2:22])=[CH:20][CH:19]=1>CO>[Br:17][C:18]1[CH:24]=[CH:23][C:21]([NH:22][C:2]2[C:7]3=[N:8][CH:9]=[C:10]([C:13]([OH:15])=[O:14])[C:11](=[O:12])[N:6]3[CH:5]([CH3:16])[CH2:4][CH:3]=2)=[CH:20][CH:19]=1. Reported procedure: 2.0 g. (6.97 mmoles) of 9-bromo-6-methyl-4-oxo-6,7,8,9-tetrahydro-4H-pyrido[1,2-a]pyrimidine-3-carboxylic acid and 1.72 g. of p-bromo-aniline are added to 20 cm3 methanol. The mixture is heated under stirring until a solution is obtained. The solution is cooled to room temperature and stirred for 2-3 days. The precipitated crystals are filtered and washed with methanol. 1.7 g. (64.6%) of 9-[(4-bromo-phenyl)-amino]-6-methyl-4-oxo-6,7-dihydro-4H-pyrido[1,2-a]pyrimidine-3-carboxylic acid is obtaine... Starting materials: NCCSCC1=NC=CC=N1 (2-[(2-aminoethyl)thiomethyl]pyrimidine), C(C1=CC=CC=C1)(=O)N=C=S (benzoyl isothiocyanate). Product: C(C1=CC=CC=C1)(=O)NC(=S)NCCSCC1=NC=CC=N1 (N-benzoyl-N'-[2-(2-pyrimidylmethylthio)ethyl]thiourea). Reaction SMILES: [NH2:1][CH2:2][CH2:3][S:4][CH2:5][C:6]1[N:11]=[CH:10][CH:9]=[CH:8][N:7]=1.[C:12]([N:20]=[C:21]=[S:22])(=[O:19])[C:13]1[CH:18]=[CH:17][CH:16]=[CH:15][CH:14]=1>>[C:12]([NH:20][C:21]([NH:1][CH2:2][CH2:3][S:4][CH2:5][C:6]1[N:7]=[CH:8][CH:9]=[CH:10][N:11]=1)=[S:22])(=[O:19])[C:13]1[CH:18]=[CH:17][CH:16]=[CH:15][CH:14]=1. Reported procedure: By the procedure of Example 18, 2-[(2-aminoethyl)thiomethyl]pyrimidine is reacted with benzoyl isothiocyanate to give N-benzoyl-N'-[2-(2-pyrimidylmethylthio)ethyl]thiourea. Removing the benzoyl group by the procedure of Example 18 gives N-[2-(2-pyrimidylmethylthio)ethyl]thiourea.